This data is from the Open Reaction Database (ORD), a public repository of structured organic reaction records. The task is: describe an organic reaction: reactants, conditions, products, and yield Starting materials: FC1=CC=C(C=C1)NC(=O)C=1C=NC(=NC1)SC (2-methylsulfanylpyrimidine-5-carboxylic acid (4-fluorophenyl)amide), O1CCOCC1.O (dioxane water), C12(CC3CC(CC(C1)C3)C2)CN (1-adamantanemethyl amine), O (water). Solvent: Cl (HCl). Run at temperature 110 celsius. Product: FC1=CC=C(C=C1)NC(=O)C=1C=NC(=NC1)NCC12CC3CC(CC(C1)C3)C2 (2-[(Adamantan-1-ylmethyl)amino]pyrimidine-5-carboxylic acid (4-fluorophenyl)amide). Yield: 23.1%. As a reaction SMILES: [F:1][C:2]1[CH:7]=[CH:6][C:5]([NH:8][C:9]([C:11]2[CH:12]=[N:13][C:14](SC)=[N:15][CH:16]=2)=[O:10])=[CH:4][CH:3]=1.O1CCOCC1.O.[C:26]12([CH2:36][NH2:37])[CH2:35][CH:30]3[CH2:31][CH:32]([CH2:34][CH:28]([CH2:29]3)[CH2:27]1)[CH2:33]2.O>Cl>[F:1][C:2]1[CH:7]=[CH:6][C:5]([NH:8][C:9]([C:11]2[CH:12]=[N:13][C:14]([NH:37][CH2:36][C:26]34[CH2:35][CH:30]5[CH2:29][CH:28]([CH2:34][CH:32]([CH2:31]5)[CH2:33]3)[CH2:27]4)=[N:15][CH:16]=2)=[O:10])=[CH:4][CH:3]=1 |f:1.2|. Reported procedure: To a solution of 2-methylsulfanylpyrimidine-5-carboxylic acid (4-fluorophenyl)amide (50 mg, 0.19 mmol) in 4/1 dioxane/water (0.6 mL) in a sealed tube was added 1-adamantanemethyl amine (250 μL, 1.4 mmol). The solution was heated at 110° C. for 18 h, cooled, diluted with 3% HCl and then poured into water to form a precipitate. The solids were collected by filtration, washed with water and dried. Trituration of the solids with ethyl acetate at about 70° C., followed by a hot filtration and washing... Starting materials: BrC(C(=O)OC)C1=CC=CC=C1 (methyl bromo-phenylacetate), C([O-])(O)=O.[Na+] (sodium bicarbonate), O (water), [Cl-].C[NH3+] (methyl ammonium chloride). The reagents and catalysts are [Cl-].C(C1=CC=CC=C1)[N+](CC)(CC)CC (benzyltriethylammonium chloride). The solvent is C(Cl)Cl (methylene chloride). Product: CNC(C(=O)OC)C1=CC=CC=C1 (Methyl Methyamino-phenylacetate). The yield is 71.2%. Reaction SMILES: Br[CH:2]([C:7]1[CH:12]=[CH:11][CH:10]=[CH:9][CH:8]=1)[C:3]([O:5][CH3:6])=[O:4].[Cl-].[CH3:14][NH3+:15].C(=O)(O)[O-].[Na+].O>[Cl-].C([N+](CC)(CC)CC)C1C=CC=CC=1.C(Cl)Cl>[CH3:14][NH:15][CH:2]([C:7]1[CH:12]=[CH:11][CH:10]=[CH:9][CH:8]=1)[C:3]([O:5][CH3:6])=[O:4] |f:1.2,3.4,6.7|. Procedure: In this example a mixture containing 30.7 g of methyl bromo-phenylacetate, 36.2 g of methyl ammonium chloride (i.e. CH3NH3Cl); 3.0 g of benzyltriethylammonium chloride and 67.5 g of sodium bicarbonate in about 300 ml of methylene chloride (and about 25 ml of water) was warmed to refluxed and refluxed for about 18 hours. The mixture was then cooled and washed three times with water, dried over magnesium sulfate and concentrated by vacuum evaporation affording 17.1 g of the title compound as an oi... Starting materials: N[C@H]1CN(C[C@H]1NC1=NC2=CC=C(C=C2C=N1)C1=C(C(=CC(=C1Cl)OC)OC)Cl)C(=O)[O-] ((3S,4R)-3-amino-4-((6-(2,6-dichloro-3,5-dimethoxyphenyl)quinazolin-2-yl)amino)pyrrolidine-1-carboxylate), CCN(C(C)C)C(C)C (DIEA), C(C=C)(=O)Cl (acryloyl chloride), ClCCl (dichloromethane). Run at time 30 minute. Yields the product C(C=C)(=O)N[C@H]1CN(C[C@H]1NC1=NC2=CC=C(C=C2C=N1)C1=C(C(=CC(=C1Cl)OC)OC)Cl)C(=O)OC(C)(C)C (tert-butyl (3S,4R)-3-acrylamido-4-((6-(2,6-dichloro-3,5-dimethoxyphenyl)quinazolin-2-yl)amino)pyrrolidine-1-carboxylate). Isolated yield 52.0%. As a reaction SMILES: [NH2:1][C@@H:2]1[C@H:6]([NH:7][C:8]2[N:17]=[CH:16][C:15]3[C:10](=[CH:11][CH:12]=[C:13]([C:18]4[C:23]([Cl:24])=[C:22]([O:25][CH3:26])[CH:21]=[C:20]([O:27][CH3:28])[C:19]=4[Cl:29])[CH:14]=3)[N:9]=2)[CH2:5][N:4]([C:30]([O-:32])=[O:31])[CH2:3]1.CCN([CH:39]([CH3:41])[CH3:40])C(C)C.[C:42](Cl)(=[O:45])[CH:43]=[CH2:44].Cl[CH2:48]Cl>>[C:42]([NH:1][C@@H:2]1[C@H:6]([NH:7][C:8]2[N:17]=[CH:16][C:15]3[C:10](=[CH:11][CH:12]=[C:13]([C:18]4[C:19]([Cl:29])=[C:20]([O:27][CH3:28])[CH:21]=[C:22]([O:25][CH3:26])[C:23]=4[Cl:24])[CH:14]=3)[N:9]=2)[CH2:5][N:4]([C:30]([O:32][C:39]([CH3:40])([CH3:41])[CH3:48])=[O:31])[CH2:3]1)(=[O:45])[CH:43]=[CH2:44]. Procedure details: To a solution of (3S,4R)-3-amino-4-((6-(2,6-dichloro-3,5-dimethoxyphenyl)quinazolin-2-yl)amino)pyrrolidine-1-carboxylate (2.1 g, 4.1 mmol) in dichloromethane (82 mL) at 0° C. was added DIEA (1.07 mL, 6.1 mmol) and acryloyl chloride (0.36 mL, 4.5 mmol) and the reaction was stirred for 30 mins. LC-MS indicated complete consumption of SM. The reaction mixture was purified by silica gel chromatography to yield tert-butyl (3S,4R)-3-acrylamido-4-((6-(2,6-dichloro-3,5-dimethoxyphenyl)quinazolin-2-yl)am... Starting materials: ClC1=NC=C(C(=N1)NC1=CC2=C(C=C1)OCCO2)F (2-chloro-N4-(3,4-ethylenedioxyphenyl)-5-fluoro-4-pyrimidineamine), NC=C1COC=C1 (3-aminomethylenefurane). The product is C1OC=2C=C(C=CC2OC1)NC1=NC(=NC=C1F)N=CC1=COC=C1 (N4-(3,4-ethylenedioxyphenyl)-N2-(3-furanylmethylene)-5-fluoro-2,4-pyrimidinediamine). Reaction SMILES: Cl[C:2]1[N:7]=[C:6]([NH:8][C:9]2[CH:14]=[CH:13][C:12]3[O:15][CH2:16][CH2:17][O:18][C:11]=3[CH:10]=2)[C:5]([F:19])=[CH:4][N:3]=1.[NH2:20][CH:21]=[C:22]1[CH:26]=[CH:25][O:24][CH2:23]1>>[CH2:17]1[CH2:16][O:15][C:12]2[CH:13]=[CH:14][C:9]([NH:8][C:6]3[C:5]([F:19])=[CH:4][N:3]=[C:2]([N:20]=[CH:21][C:22]4[CH:26]=[CH:25][O:24][CH:23]=4)[N:7]=3)=[CH:10][C:11]=2[O:18]1. Procedure: In like manner to the preparation of N4-(3-aminophenyl)-N2-[2-(methoxycarbonyl)-benzofurane-5-yl]-5-fluoro-2,4-pyrimidinediamine, 2-chloro-N4-(3,4-ethylenedioxyphenyl)-5-fluoro-4-pyrimidineamine and 3-aminomethylenefurane were reacted to give N4-(3,4-ethylenedioxyphenyl)-N2-(3-furanylmethylene)-5-fluoro-2,4-pyrimidinediamine. LCMS: ret. time: 19.99 min.; purity: 88.4%; MS (m/e): 343.07 (MH+). The yield is 110.0%. Solvent: CC(CC)=O (2-butanone). Procedure details: The mixture of 1-(diphenylmethyl)piperazine (505 mg, 2 mmol, 1.0 eq.), N-(2-bromoethyl)phthalimide (508 mg, 2 mmol, 1.0 eq.), K2CO3 (415 g, 3 mmol, 1.5 eq.), and NaI (420 g, 2.8 mmol, 1.4 eq.) in 2-butanone (10 ml) was refluxed for 2-3 hours. The mixture was then cooled to room temperature. The white solid was filtered off and was washed with small amount of CHCl3. The filtrates were combined and concentrated. The resulted residue was dissolved in CHCl3 (100 ml). The solution was washed with wat... Reaction SMILES: [C:1]1([CH:7]([C:14]2[CH:19]=[CH:18][CH:17]=[CH:16][CH:15]=2)[N:8]2[CH2:13][CH2:12][NH:11][CH2:10][CH2:9]2)[CH:6]=[CH:5][CH:4]=[CH:3][CH:2]=1.Br[CH2:21][CH2:22][N:23]1[C:27](=[O:28])[C:26]2=[CH:29][CH:30]=[CH:31][CH:32]=[C:25]2[C:24]1=[O:33].[C:34]([O-])([O-])=O.[K+].[K+].[Na+].[I-]>CC(=O)CC>[CH:7]([N:8]1[CH2:9][CH2:10][N:11]([CH2:34][CH2:21][CH2:22][N:23]2[C:27](=[O:28])[C:26]3[C:25](=[CH:32][CH:31]=[CH:30][CH:29]=3)[C:24]2=[O:33])[CH2:12][CH2:13]1)([C:1]1[CH:2]=[CH:3][CH:4]=[CH:5][CH:6]=1)[C:14]1[CH:19]=[CH:18][CH:17]=[CH:16][CH:15]=1 |f:2.3.4,5.6|. Product: crude product, C(C1=CC=CC=C1)(C1=CC=CC=C1)N1CCN(CC1)CCCN1C(C2=CC=CC=C2C1=O)=O (2-[3-(4-benzhydryl-piperazin-1-yl)-propyl]-isoindole-1,3-dione). Starting materials: C1(=CC=CC=C1)C(N1CCNCC1)C1=CC=CC=C1 (1-(diphenylmethyl)piperazine), BrCCN1C(C=2C(C1=O)=CC=CC2)=O (N-(2-bromoethyl)phthalimide), C(=O)([O-])[O-].[K+].[K+] (K2CO3), [Na+].[I-] (NaI).